From a dataset of the Open Reaction Database (ORD), a public repository of structured organic reaction records. describe an organic reaction: reactants, conditions, products, and yield The reactants are O=C([O-])[O-], CCOC(=O)C(C)Oc1cc(Cl)nc(SCc2cccc(F)c2F)n1, Cc1nc(S(N)(=O)=O)cn1C, CC(C)c1cc(C(C)C)c(-c2ccccc2P(C2CCCCC2)C2CCCCC2)c(C(C)C)c1, [Cs+], [Cs+], O=C(C=Cc1ccccc1)C=Cc1ccccc1, C1COCCO1, O=C(C=Cc1ccccc1)C=Cc1ccccc1, O=C(C=Cc1ccccc1)C=Cc1ccccc1, [Pd], [Pd]. The product is CCOC(=O)C(C)Oc1cc(NS(=O)(=O)c2cn(C)c(C)n2)nc(SCc2cccc(F)c2F)n1. Reaction SMILES: [C:46](=[O:47])([O-:48])[O-:49].[CH2:52]([CH3:53])[O:54][C:55]([CH:56]([CH3:57])[O:58][c:59]1[n:60][c:61]([S:66][CH2:67][c:68]2[c:69]([F:75])[c:70]([F:74])[cH:71][cH:72][cH:73]2)[n:62][c:63]([Cl:65])[cH:64]1)=[O:76].[CH3:1][n:2]1[c:3]([CH3:11])[n:4][c:5]([S:7](=[O:8])(=[O:9])[NH2:10])[cH:6]1.[CH:12]1([P:13]([CH:14]2[CH2:15][CH2:16][CH2:17][CH2:18][CH2:19]2)[c:20]2[cH:21][cH:22][cH:23][cH:24][c:25]2-[c:26]2[c:27]([CH:28]([CH3:29])[CH3:30])[cH:31][c:32]([CH:33]([CH3:34])[CH3:35])[cH:36][c:37]2[CH:38]([CH3:39])[CH3:40])[CH2:41][CH2:42][CH2:43][CH2:44][CH2:45]1.[Cs+:50].[Cs+:51].[O:115]=[C:116]([CH:117]=[CH:118][c:119]1[cH:120][cH:121][cH:122][cH:123][cH:124]1)[CH:125]=[CH:126][c:127]1[cH:128][cH:129][cH:130][cH:131][cH:132]1.[O:133]1[CH2:134][CH2:135][O:136][CH2:137][CH2:138]1.[O:79]=[C:80]([CH:81]=[CH:82][c:83]1[cH:84][cH:85][cH:86][cH:87][cH:88]1)[CH:89]=[CH:90][c:91]1[cH:92][cH:93][cH:94][cH:95][cH:96]1.[O:97]=[C:98]([CH:99]=[CH:100][c:101]1[cH:102][cH:103][cH:104][cH:105][cH:106]1)[CH:107]=[CH:108][c:109]1[cH:110][cH:111][cH:112][cH:113][cH:114]1.[Pd:77].[Pd:78]>>[CH3:1][n:2]1[c:3]([CH3:11])[n:4][c:5]([S:7](=[O:8])(=[O:9])[NH:10][c:63]2[n:62][c:61]([S:66][CH2:67][c:68]3[c:69]([F:75])[c:70]([F:74])[cH:71][cH:72][cH:73]3)[n:60][c:59]([O:58][CH:56]([C:55]([O:54][CH2:52][CH3:53])=[O:76])[CH3:57])[cH:64]2)[cH:6]1. The solvent is C(C)O (ethanol). Isolated yield 99.0%. Reactants: C(C)N1C=C(C(C2=CC(=C(C=C12)N1CCNCC1)F)=O)C(=O)O (1-ethyl-1,4-dihydro-6-fluoro-4-oxo-7-(1-piperazinyl)quinoline-3-carboxylic acid), OC1OC(=O)C2=CC=CC=C12 (3-hydroxyphthalide), CN(C=O)C (dimethylformamide). Yields the product C(C)N1C=C(C(C2=CC(=C(C=C12)N1CCN(CC1)C1OC(=O)C2=CC=CC=C12)F)=O)C(=O)O (1-ethyl-1,4-dihydro-6-fluoro-4-oxo-7-(4-phthalidyl-1-piperazinyl)quinoline-3-carboxylic acid). RXN SMILES: [CH2:1]([N:3]1[C:12]2[C:7](=[CH:8][C:9]([F:19])=[C:10]([N:13]3[CH2:18][CH2:17][NH:16][CH2:15][CH2:14]3)[CH:11]=2)[C:6](=[O:20])[C:5]([C:21]([OH:23])=[O:22])=[CH:4]1)[CH3:2].[OH:24][CH:25]1[C:34]2[C:29](=[CH:30][CH:31]=[CH:32][CH:33]=2)[C:27](=O)[O:26]1.CN(C)C=O>C(O)C>[CH2:1]([N:3]1[C:12]2[C:7](=[CH:8][C:9]([F:19])=[C:10]([N:13]3[CH2:18][CH2:17][N:16]([CH:27]4[C:29]5[C:34](=[CH:33][CH:32]=[CH:31][CH:30]=5)[C:25](=[O:24])[O:26]4)[CH2:15][CH2:14]3)[CH:11]=2)[C:6](=[O:20])[C:5]([C:21]([OH:23])=[O:22])=[CH:4]1)[CH3:2]. Reported procedure: A mixture of 1-ethyl-1,4-dihydro-6-fluoro-4-oxo-7-(1-piperazinyl)quinoline-3-carboxylic acid 0.5 g, 3-hydroxyphthalide 0.24 g and dimethylformamide 5 ml was heated at 100°-110° C. for 3 hours under stirring. After cooling, ethanol was added, and the insoluble matters were collected by filtration. The precipitates obtained were washed with ethanol and dried. 0.70 g (99%) of 1-ethyl-1,4-dihydro-6-fluoro-4-oxo-7-(4-phthalidyl-1-piperazinyl)quinoline-3-carboxylic acid was obtained as colorless powde... The reactants are hydrochloride salt, CC1=CC=C(C=C1)S(=O)(=O)OCC1OC2=C(C1)C=CC=C2C2=C(C(=CC=C2)C)C ((±)-[7-(2,3-dimethylphenyl)-2,3-dihydro-1-benzofuran-2-yl]methyl 4-methylbenzenesulfonate), CN (methylamine). Product: CNCC1OC2=C(C1)C=CC=C2C2=C(C(=CC=C2)C)C (N-methyl-1-[7-(2,3-dimethylphenyl)-2,3-dihydro-1-benzofuran-2-yl]methanamine). RXN SMILES: CC1C=CC(S(O[CH2:12][CH:13]2[CH2:17][C:16]3[CH:18]=[CH:19][CH:20]=[C:21]([C:22]4[CH:27]=[CH:26][CH:25]=[C:24]([CH3:28])[C:23]=4[CH3:29])[C:15]=3[O:14]2)(=O)=O)=CC=1.[CH3:30][NH2:31]>>[CH3:30][NH:31][CH2:12][CH:13]1[CH2:17][C:16]2[CH:18]=[CH:19][CH:20]=[C:21]([C:22]3[CH:27]=[CH:26][CH:25]=[C:24]([CH3:28])[C:23]=3[CH3:29])[C:15]=2[O:14]1. Reported procedure: The title compound was prepared (0.046 g, 65%) following the general procedure of Example 390 as a white solid, hydrochloride salt from (±)-[7-(2,3-dimethylphenyl)-2,3-dihydro-1-benzofuran-2-yl]methyl 4-methylbenzenesulfonate (0.095 g, 0.23 mmol) and methylamine (0.072 g, 2.3 mmol). mp 197-199° C. Starting materials: CC(=O)OC(C)=O, NCC1Nc2ccccc2C2C1CCN2C(=O)C1CCCCC1NC(=O)c1ccccc1, C1CCOC1. The product is CC(=O)NCC1Nc2ccccc2C2C1CCN2C(=O)C1CCCCC1NC(=O)c1ccccc1. RXN SMILES: [CH3:33][C:34](=[O:35])[O:36][C:37](=[O:38])[CH3:39].[NH2:1][CH2:2][CH:3]1[NH:4][c:5]2[cH:6][cH:7][cH:8][cH:9][c:10]2[CH:11]2[CH:12]1[CH2:13][CH2:14][N:15]2[C:16](=[O:17])[CH:18]1[CH:19]([NH:24][C:25]([c:26]2[cH:27][cH:28][cH:29][cH:30][cH:31]2)=[O:32])[CH2:20][CH2:21][CH2:22][CH2:23]1.[O:40]1[CH2:41][CH2:42][CH2:43][CH2:44]1>>[NH:1]([CH2:2][CH:3]1[NH:4][c:5]2[cH:6][cH:7][cH:8][cH:9][c:10]2[CH:11]2[CH:12]1[CH2:13][CH2:14][N:15]2[C:16](=[O:17])[CH:18]1[CH:19]([NH:24][C:25]([c:26]2[cH:27][cH:28][cH:29][cH:30][cH:31]2)=[O:32])[CH2:20][CH2:21][CH2:22][CH2:23]1)[C:34]([CH3:33])=[O:35]. Starting materials: CCOC(=O)c1c(C)n(-c2ccccc2)ccc1=O, [Na+], [OH-]. Yields the product Cc1c(C(=O)O)c(=O)ccn1-c1ccccc1. RXN SMILES: [C:1](=[O:2])([O:3][CH2:4][CH3:5])[c:6]1[c:7]([CH3:19])[n:8](-[c:13]2[cH:14][cH:15][cH:16][cH:17][cH:18]2)[cH:9][cH:10][c:11]1=[O:12].[Na+:21].[OH-:20]>>[C:1](=[O:2])([OH:3])[c:6]1[c:7]([CH3:19])[n:8](-[c:13]2[cH:14][cH:15][cH:16][cH:17][cH:18]2)[cH:9][cH:10][c:11]1=[O:12]. Starting materials: NC1=C(C=C(C=C1Br)C(CCCCl)=O)Br (1-(4-amino-3,5-dibromophenyl)-4-chloro-1-butanone), N1CCC(CC1)N1C(NC2=C1C=CC=C2)=O (1-(4-piperidinyl)-1,3-dihydro-2(2H)-benzimidazolone), C([O-])([O-])=O.[Na+].[Na+] (sodium carbonate), [I-].[K+] (potassium iodide). Run in CC(=O)CC(C)C (methylisobutylketone). Conditions: time 24 hour. Yields the product Cl.NC1=C(C=C(C=C1Br)C(CCCN1CCC(CC1)N1C(NC2=C1C=CC=C2)=O)=O)Br (1-{1-[4-(4-amino-3,5-dibromophenyl)-4-oxobutyl]-4-piperidinyl}-1,3-dihydro-2(2H)-benzimidazolone-hydrochloride). Reaction SMILES: [NH2:1][C:2]1[C:7]([Br:8])=[CH:6][C:5]([C:9](=[O:14])[CH2:10][CH2:11][CH2:12][Cl:13])=[CH:4][C:3]=1[Br:15].[NH:16]1[CH2:21][CH2:20][CH:19]([N:22]2[C:26]3[CH:27]=[CH:28][CH:29]=[CH:30][C:25]=3[NH:24][C:23]2=[O:31])[CH2:18][CH2:17]1.C(=O)([O-])[O-].[Na+].[Na+].[I-].[K+]>CC(CC(C)C)=O>[ClH:13].[NH2:1][C:2]1[C:7]([Br:8])=[CH:6][C:5]([C:9](=[O:14])[CH2:10][CH2:11][CH2:12][N:16]2[CH2:17][CH2:18][CH:19]([N:22]3[C:26]4[CH:27]=[CH:28][CH:29]=[CH:30][C:25]=4[NH:24][C:23]3=[O:31])[CH2:20][CH2:21]2)=[CH:4][C:3]=1[Br:15] |f:2.3.4,5.6,8.9|. Procedure: A mixture of 30.6 g (0.0861 mol) of 1-(4-amino-3,5-dibromophenyl)-4-chloro-1-butanone, 18.6 g (0.0856 mol) of 1-(4-piperidinyl)-1,3-dihydro-2(2H)-benzimidazolone, 18.2 g (0.172 mol) of anhydrous sodium carbonate, 2.0 g of potassium iodide and 800 ml of methylisobutylketone was refluxed for 130 hours. After cooling the mixture was extracted once with 500 ml of water, the organic phase was dried over sodium sulphate and concentrated by evaporation in vacuo. The residue was dissolved in 50 ml of an... Reactants: CN(C)C=O, CN1CC(CCCl)Cc2ncccc2C1=O, [H-], [Na+], c1cn[nH]c1. Product: CN1CC(CCn2cccn2)Cc2ncccc2C1=O. RXN SMILES: [CH3:24][N:25]([CH3:26])[CH:27]=[O:28].[Cl:8][CH2:9][CH2:10][CH:11]1[CH2:12][c:13]2[c:14]([cH:20][cH:21][cH:22][n:23]2)[C:15](=[O:19])[N:16]([CH3:18])[CH2:17]1.[H-:1].[Na+:2].[nH:3]1[n:4][cH:5][cH:6][cH:7]1>>[n:3]1([CH2:9][CH2:10][CH:11]2[CH2:12][c:13]3[c:14]([cH:20][cH:21][cH:22][n:23]3)[C:15](=[O:19])[N:16]([CH3:18])[CH2:17]2)[n:4][cH:5][cH:6][cH:7]1.